This data is from the Open Reaction Database (ORD), a public repository of structured organic reaction records. The task is: describe an organic reaction: reactants, conditions, products, and yield Reactants: CN(C)C=O (DMF), [Li]CCCC (nBuLi), BrC1=C(C=C(OC[C@@H]2OC(OC2)(C)C)C=C1)C(F)(F)F ((S)-4-((4-bromo-3-(trifluoromethyl)phenoxy)methyl)-2,2-dimethyl-1,3-dioxolane). Run in hexanes, C1CCOC1 (THF). Run at time 10 minute. Yields the product CC1(OC[C@@H](O1)COC1=CC(=C(C=O)C=C1)C(F)(F)F)C ((S)-4-((2,2-dimethyl-1,3-dioxolan-4-yl)methoxy)-2-(trifluoromethyl)benzaldehyde). Yield: 84.0%. Reaction SMILES: [Li]CCCC.Br[C:7]1[CH:21]=[CH:20][C:10]([O:11][CH2:12][C@H:13]2[CH2:17][O:16][C:15]([CH3:19])([CH3:18])[O:14]2)=[CH:9][C:8]=1[C:22]([F:25])([F:24])[F:23].CN([CH:29]=[O:30])C>C1COCC1>[CH3:18][C:15]1([CH3:19])[O:14][C@@H:13]([CH2:12][O:11][C:10]2[CH:20]=[CH:21][C:7]([CH:29]=[O:30])=[C:8]([C:22]([F:25])([F:24])[F:23])[CH:9]=2)[CH2:17][O:16]1. Reported procedure: A solution of nBuLi in hexanes (6.76 mL, 1.6 M in hexanes) was added dropwise to a solution of (S)-4-((4-bromo-3-(trifluoromethyl)phenoxy)methyl)-2,2-dimethyl-1,3-dioxolane (127; 3.20 g, 9 mmol) in THF (50 mL) at −78° C. over a period of 30 min. After stirring for additional 10 min, DMF (1.4 mL) was added dropwise over a period of 10 min. The resulting reaction mixture was warmed to room temperature and stirred for 30 min. It was then quenched with water and extracted by EtOAc. The combined orga...